From a dataset of the Open Reaction Database (ORD), a public repository of structured organic reaction records. describe an organic reaction: reactants, conditions, products, and yield Starting materials: C(C)(=O)OCC(=S)N (2-acetoxythioacetamide), ClCC(=O)CCl (1,3-dichloroacetone), C([O-])(O)=O.[Na+] (sodium bicarbonate). The solvent is ClCCCl (1,2-dichloroethane). Run at temperature 40 celsius. Yields the product Cl.C(C)(=O)OCC=1SCC(N1)(O)CCl (2-acetoxymethyl-4-chloromethyl-4-hydroxythiazoline hydrochloride). Yield: 60.0%. As a reaction SMILES: [C:1]([O:4][CH2:5][C:6]([NH2:8])=[S:7])(=[O:3])[CH3:2].[Cl:9][CH2:10][C:11]([CH2:13]Cl)=[O:12].C(=O)(O)[O-].[Na+]>ClCCCl>[ClH:9].[C:1]([O:4][CH2:5][C:6]1[S:7][CH2:13][C:11]([CH2:10][Cl:9])([OH:12])[N:8]=1)(=[O:3])[CH3:2] |f:2.3,5.6|. Procedure: A mixture of 5.33 g of 2-acetoxythioacetamide, prepared according to Example 2, 5.21 g of 1,3-dichloroacetone, 3.44 g of sodium bicarbonate and 20 ml of 1,2-dichloroethane was heated at 40° C. for 15 hours. The mixture was filtered to remove insoluble inorganics and concentrated under reduced pressure to an oil. The oil was taken up in 25 ml of isopropyl alcohol saturated with hydrogen chloride (5N) and 25 ml of isopropanol added to improve stirring. The slurry was stirred for 30 minutes at 0° C... Reactants: BrCCCCCC(C)(C)F (1-bromo-6-fluoro-6-methylheptane), C([O-])(O)=O.[Na+] (sodium bicarbonate), C(C)NCCCC(O)C1=CC=C(C=C1)NS(=O)(=O)C (N-(4-(4-(ethylamino)-1-hydroxybutyl)phenyl)methanesulfonamide). The solvent is C(C)#N (acetonitrile). Run at time 18 hour. Yields the product C(C)N(CCCC(O)C1=CC=C(C=C1)NS(=O)(=O)C)CCCCCC(C)(C)F (N-(4-(4-(Ethyl(6-fluoro-6-methylheptyl)amino)-1-hydroxybutyl)phenyl)methanesulfonamide). RXN SMILES: [CH2:1]([NH:3][CH2:4][CH2:5][CH2:6][CH:7]([C:9]1[CH:14]=[CH:13][C:12]([NH:15][S:16]([CH3:19])(=[O:18])=[O:17])=[CH:11][CH:10]=1)[OH:8])[CH3:2].Br[CH2:21][CH2:22][CH2:23][CH2:24][CH2:25][C:26]([F:29])([CH3:28])[CH3:27].C(=O)(O)[O-].[Na+]>C(#N)C>[CH2:1]([N:3]([CH2:21][CH2:22][CH2:23][CH2:24][CH2:25][C:26]([F:29])([CH3:28])[CH3:27])[CH2:4][CH2:5][CH2:6][CH:7]([C:9]1[CH:10]=[CH:11][C:12]([NH:15][S:16]([CH3:19])(=[O:17])=[O:18])=[CH:13][CH:14]=1)[OH:8])[CH3:2] |f:2.3|. Procedure details: (Procedure B) A stirred mixture of the product from Example 7, Step II, (0.37 g, 0.00128 mol), the product from Step III above (0.298 g, 0.0141 mol), sodium bicarbonate (0.21 g, 0.0026 mol) and acetonitrile (11 ml) was refluxed for 5 hours and kept at ambient temperature for 18 hours. It was filtered and the solid was washed with acetonitrile. The filtrate was concentrated and the residue was chromatographed on silica gel with 10% MeOH--CH2Cl2 to give 0.332 g of the titled product, a compound of... Starting materials: C(C)(C)(C)OC(=O)C1COC2=CC(=CC=C2C1)OCCC=1N=C(OC1C)C1=CC=CC=C1 (tert-butyl-7-[2-(5-Methyl-2-phenyl-4-oxazolyl)ethoxy]chromane-3-carboxylate). Run in C(=O)O (formic acid). Run at temperature 60 celsius. The product is CC1=C(N=C(O1)C1=CC=CC=C1)CCOC1=CC=C2CC(COC2=C1)C(=O)O (7-[2-(5-Methyl-2-phenyl-4-oxazolyl)ethoxy]chromane-3-carboxylic acid). Yield: 83.8%. As a reaction SMILES: C([O:5][C:6]([CH:8]1[CH2:17][C:16]2[C:11](=[CH:12][C:13]([O:18][CH2:19][CH2:20][C:21]3[N:22]=[C:23]([C:27]4[CH:32]=[CH:31][CH:30]=[CH:29][CH:28]=4)[O:24][C:25]=3[CH3:26])=[CH:14][CH:15]=2)[O:10][CH2:9]1)=[O:7])(C)(C)C>C(O)=O>[CH3:26][C:25]1[O:24][C:23]([C:27]2[CH:28]=[CH:29][CH:30]=[CH:31][CH:32]=2)=[N:22][C:21]=1[CH2:20][CH2:19][O:18][C:13]1[CH:12]=[C:11]2[C:16]([CH2:17][CH:8]([C:6]([OH:7])=[O:5])[CH2:9][O:10]2)=[CH:15][CH:14]=1. Reported procedure: tert-butyl-7-[2-(5-Methyl-2-phenyl-4-oxazolyl)ethoxy]chromane-3-carboxylate (5.2 g, 11.95 mmol) was dissolved in 25 ml of formic acid and heated at 60° C. for 12 hrs. Formic acid was removed in vacuum pump and ether (25 ml) was added and heated for 10 minutes. The resultant suspension was cooled at −20° C. for 1 hr and filtered. The solid product was washed with 20 ml of diethyl ether and dried to give the compound 7-[2-(5-Methyl-2-phenyl-4-oxazolyl)ethoxy]chromane-3-carboxylic acid as white pow...